This data is from the Open Reaction Database (ORD), a public repository of structured organic reaction records. The task is: describe an organic reaction: reactants, conditions, products, and yield Reactants: N(N)C1=NC=C(N=C1)C1=CC=CC=C1 (2-hydrazino-5-phenylpyrazine), C(C)(OCC)(OCC)OCC (triethyl orthoacetate). Yields the product C1(=CC=CC=C1)C=1N=CC=2N(C1)C(=NN2)C (6-Phenyl-3-methyl-1,2,4-triazolo[4,3-a]pyrazine). As a reaction SMILES: [NH:1]([C:3]1[CH:8]=[N:7][C:6]([C:9]2[CH:14]=[CH:13][CH:12]=[CH:11][CH:10]=2)=[CH:5][N:4]=1)[NH2:2].[C:15](OCC)(OCC)(OCC)[CH3:16]>>[C:9]1([C:6]2[N:7]=[CH:8][C:3]3[N:4]([C:15]([CH3:16])=[N:2][N:1]=3)[CH:5]=2)[CH:14]=[CH:13][CH:12]=[CH:11][CH:10]=1. Procedure details: A solution of 0.5 g. (0.0027 mole) of 2-hydrazino-5-phenylpyrazine in 5.0 ml. of triethyl orthoacetate is heated under reflux for 5 hours. The crystalline product precipitates from the hot reaction solution, and at the end of the heating period the mixture is cooled and the product is collected. Recrystallization from ethanol gives 0.36 g. of the product of the example, m.p. 192°-195° C. Starting materials: CC(=O)Cc1ccc(C)cc1, CO, NCC(O)c1cccc(C(F)(F)F)c1, c1ccccc1. The product is Cc1ccc(CC(C)NCC(O)c2cccc(C(F)(F)F)c2)cc1. Reaction SMILES: [CH3:15][c:16]1[cH:17][cH:18][c:19]([CH2:22][C:23]([CH3:24])=[O:25])[cH:20][cH:21]1.[CH3:32][OH:33].[OH:1][CH:2]([CH2:3][NH2:4])[c:5]1[cH:6][c:7]([C:11]([F:12])([F:13])[F:14])[cH:8][cH:9][cH:10]1.[cH:26]1[cH:27][cH:28][cH:29][cH:30][cH:31]1>>[OH:1][CH:2]([CH2:3][NH:4][CH:23]([CH2:22][c:19]1[cH:18][cH:17][c:16]([CH3:15])[cH:21][cH:20]1)[CH3:24])[c:5]1[cH:6][c:7]([C:11]([F:12])([F:13])[F:14])[cH:8][cH:9][cH:10]1.